This data is from the Open Reaction Database (ORD), a public repository of structured organic reaction records. The task is: describe an organic reaction: reactants, conditions, products, and yield The reactants are C(C1=CC=CC=C1)(=O)NC(=NCCCC=1N=CNC1)NCCC(C)(C1=CC=CC=C1)C1=CC=CC=C1 (N1 -benzoyl-N2 -[3-(1H-imidazol-4-yl) propyl]-N3 -(3,3-diphenylbutyl)-guanidine), Cl (hydrochloric acid). Yields the product Cl.N1C=NC(=C1)CCCNC(=NCCC(C)(C1=CC=CC=C1)C1=CC=CC=C1)N (N1 -[3-(1H-Imidazol-4-yl)propyl]-N2 -(3,3-diphenylbutyl)-guanidine hydrochloride). RXN SMILES: C([NH:9][C:10]([NH:20][CH2:21][CH2:22][C:23]([C:31]1[CH:36]=[CH:35][CH:34]=[CH:33][CH:32]=1)([C:25]1[CH:30]=[CH:29][CH:28]=[CH:27][CH:26]=1)[CH3:24])=[N:11][CH2:12][CH2:13][CH2:14][C:15]1[N:16]=[CH:17][NH:18][CH:19]=1)(=O)C1C=CC=CC=1.[ClH:37]>>[ClH:37].[NH:18]1[CH:19]=[C:15]([CH2:14][CH2:13][CH2:12][NH:11][C:10]([NH2:9])=[N:20][CH2:21][CH2:22][C:23]([C:31]2[CH:36]=[CH:35][CH:34]=[CH:33][CH:32]=2)([C:25]2[CH:30]=[CH:29][CH:28]=[CH:27][CH:26]=2)[CH3:24])[N:16]=[CH:17]1 |f:2.3|. Reported procedure: 1.00 g (2.1 mmol) of N1 -benzoyl-N2 -[3-(1H-imidazol-4-yl) propyl]-N3 -(3,3-diphenylbutyl)-guanidine are boiled under reflux with 20 ml of conc. hydrochloric acid for 20 hours. After the reaction mixture has been highly concentrated by evaporation under vacuum, the residue is diluted with 30 ml of water. The solution is extracted 5 times with 20 ml portions of diethylether. The aqueous phase is then filtered and concentrated by evaporation under vacuum at temperatures of up to 50° C. and the res... Starting materials: C(#N)N=C(OC(C)C)C=1C=NC=CC1 (Isopropyl N-cyano-3-pyridinecarboximidate), ClC1=CC=C(C=C1)CCN (2-(4-chlorophenyl)ethylamine). Run in CO (methanol). Reaction conditions: time 2.5 hour. Product: C(#N)NC(=NCCC1=CC=C(C=C1)Cl)C=1C=NC=CC1 (N-cyano-N'-[2-(4-chlorophenyl)ethyl]-3-pyridinecarboximidamide). Yield: 156.3%. As a reaction SMILES: [C:1]([N:3]=[C:4]([C:9]1[CH:10]=[N:11][CH:12]=[CH:13][CH:14]=1)OC(C)C)#[N:2].[Cl:15][C:16]1[CH:21]=[CH:20][C:19]([CH2:22][CH2:23][NH2:24])=[CH:18][CH:17]=1>CO>[C:1]([NH:3][C:4]([C:9]1[CH:10]=[N:11][CH:12]=[CH:13][CH:14]=1)=[N:24][CH2:23][CH2:22][C:19]1[CH:20]=[CH:21][C:16]([Cl:15])=[CH:17][CH:18]=1)#[N:2]. Procedure: Isopropyl N-cyano-3-pyridinecarboximidate (0.60 g, 3.2 mmol) was dissolved in methanol (10 ml), and 2-(4-chlorophenyl)ethylamine (0.55 g, 3.5 mmol) was added. The mixture was stirred at room temperature for 2.5 hours. After the reaction was completed, the reaction solution was concentrated under reduced pressure. The residual concentrate was subjected to chromatography on a silica gel column (WAKO GEL C-200, 50 g) eluting with chloroform-methanol (100:1). The eluted fractions were concentrated u... The reactants are C(C)OC1=NN(C=C1CCC(=O)OCC)CC1=CC(=C(C=C1)O)OC (ethyl 3-[3-ethoxy-1-(4-hydroxy-3-methoxybenzyl)-1H-pyrazol-4-yl]propionate), [H-].[Na+] (sodium hydride), O (water), ClCC=1N=C(OC1C)C=1OC=CC1 (4-Chloromethyl-2-(2-furyl)-5-methyloxazole). The solvent is CN(C=O)C (N,N-dimethylformamide). Reaction conditions: time 30 minute. The product is C(C)OC1=NN(C=C1CCC(=O)OCC)CC1=CC(=C(C=C1)OCC=1N=C(OC1C)C=1OC=CC1)OC (ethyl 3-[3-ethoxy-1-[4-[2-(2-furyl)-5-methyl-4-oxazolylmethoxy]-3-methoxybenzyl]-1H-pyrazol-4-yl]propionate). Yield: 76.4%. Reaction SMILES: [CH2:1]([O:3][C:4]1[C:8]([CH2:9][CH2:10][C:11]([O:13][CH2:14][CH3:15])=[O:12])=[CH:7][N:6]([CH2:16][C:17]2[CH:22]=[CH:21][C:20]([OH:23])=[C:19]([O:24][CH3:25])[CH:18]=2)[N:5]=1)[CH3:2].[H-].[Na+].Cl[CH2:29][C:30]1[N:31]=[C:32]([C:36]2[O:37][CH:38]=[CH:39][CH:40]=2)[O:33][C:34]=1[CH3:35].O>CN(C)C=O>[CH2:1]([O:3][C:4]1[C:8]([CH2:9][CH2:10][C:11]([O:13][CH2:14][CH3:15])=[O:12])=[CH:7][N:6]([CH2:16][C:17]2[CH:22]=[CH:21][C:20]([O:23][CH2:29][C:30]3[N:31]=[C:32]([C:36]4[O:37][CH:38]=[CH:39][CH:40]=4)[O:33][C:34]=3[CH3:35])=[C:19]([O:24][CH3:25])[CH:18]=2)[N:5]=1)[CH3:2] |f:1.2|. Reported procedure: To a solution of ethyl 3-[3-ethoxy-1-(4-hydroxy-3-methoxybenzyl)-1H-pyrazol-4-yl]propionate (505 mg) in N,N-dimethylformamide (10 ml), sodium hydride (60%, oily, 58.0 mg) was added at 0° C., and then the solution was stirred at room temperature for 30 minutes. 4-Chloromethyl-2-(2-furyl)-5-methyloxazole (573 mg) was added to the reaction mixture, which was stirred at room temperature for one hour. The reaction mixture was poured into water, which was extracted with ethyl acetate. The ethyl acetat...